This data is from the Open Reaction Database (ORD), a public repository of structured organic reaction records. The task is: describe an organic reaction: reactants, conditions, products, and yield Starting materials: ClC1=C(C=CC=C1[N+](=O)[O-])/C=C/C(=O)OC(C)(C)C (tert-butyl(2E)-3-(2-chloro-3-nitrophenyl)prop-2-enoate), C1CCCCC1.C(C)(=O)OCC (cyclohexane ethyl acetate). Reagents/catalysts: [Pt] (platinum on carbon). Run in C(C)(=O)OCC (ethyl acetate). Run at time 12 hour. Product: NC=1C(=C(C=CC1)CCC(=O)OC(C)(C)C)Cl (tert-Butyl 3-(3-amino-2-chlorophenyl)propanoate). As a reaction SMILES: [Cl:1][C:2]1[C:7]([N+:8]([O-])=O)=[CH:6][CH:5]=[CH:4][C:3]=1/[CH:11]=[CH:12]/[C:13]([O:15][C:16]([CH3:19])([CH3:18])[CH3:17])=[O:14].C1CCCCC1.C(OCC)(=O)C>[Pt].C(OCC)(=O)C>[NH2:8][C:7]1[C:2]([Cl:1])=[C:3]([CH2:11][CH2:12][C:13]([O:15][C:16]([CH3:18])([CH3:17])[CH3:19])=[O:14])[CH:4]=[CH:5][CH:6]=1 |f:1.2|. Reported procedure: At room temperature, 50 mg of platinum on carbon (5%) were added to a solution of 200 mg (0.71 mmol) of tert-butyl(2E)-3-(2-chloro-3-nitrophenyl)prop-2-enoate in 10 ml of ethyl acetate, and the mixture was hydrogenated at atmospheric pressure for 12 hours. After the reaction had gone to completion (monitored by TLC; mobile phase cyclohexane/ethyl acetate 1:1), the reaction solution was filtered through kieselguhr and the filtrate was concentrated under reduced pressure. The crude product was pur... Reported procedure: Prepared from 1.04 g (3.82 mmol) of 4-ethyl-3-trifluoromethyl-benzenesulfonyl chloride and 0.87 g (4.20 mmol) of 2-bromo-5-chloro-pyridin-3-ylamine in 3 mL pyridine using procedure x. Yield: 0.45 g of a white solid. LC-MSD, m/z for C14H11BrClF3N2O2S [M+H]+=442.9, 444.9, 446.9 Yields the product BrC1=NC=C(C=C1NS(=O)(=O)C1=CC(=C(C=C1)CC)C(F)(F)F)Cl (N-(2-Bromo-5-chloro-pyridin-3-yl)-4-ethyl-3-trifluoromethyl-benzenesulfonamide). The solvent is N1=CC=CC=C1 (pyridine). RXN SMILES: [CH2:1]([C:3]1[CH:8]=[CH:7][C:6]([S:9](Cl)(=[O:11])=[O:10])=[CH:5][C:4]=1[C:13]([F:16])([F:15])[F:14])[CH3:2].[Br:17][C:18]1[C:23]([NH2:24])=[CH:22][C:21]([Cl:25])=[CH:20][N:19]=1>N1C=CC=CC=1>[Br:17][C:18]1[C:23]([NH:24][S:9]([C:6]2[CH:7]=[CH:8][C:3]([CH2:1][CH3:2])=[C:4]([C:13]([F:16])([F:15])[F:14])[CH:5]=2)(=[O:11])=[O:10])=[CH:22][C:21]([Cl:25])=[CH:20][N:19]=1. The reactants are C(C)C1=C(C=C(C=C1)S(=O)(=O)Cl)C(F)(F)F (4-ethyl-3-trifluoromethyl-benzenesulfonyl chloride), BrC1=NC=C(C=C1N)Cl (2-bromo-5-chloro-pyridin-3-ylamine), white solid. Reactants: O (water), CC12CC3(CC(CC(C1)C3)C2)CC=O (2-(3-methyl-1-adamantyl)-acetaldehyde), [Li].ClC=1C=C(CN2C=NC=C2)C=CC1 (lithium N-(3-chlorobenzyl)-imidazole). The solvent is C1CCOC1 (THF), C1CCOC1.CCCCCC (THF hexane). Reaction conditions: temperature -60 celsius, time 1.75 hour. Yields the product ClC=1C=C(C=CC1)C(C(O)CC12CC3(CC(CC(C1)C3)C2)C)N2C=NC=C2 (2-(3-chlorophenyl)-2-(1-imidazolyl)-1-(3-methyladamant-1-ylmethyl)-ethanol). Yield: 24.7%. RXN SMILES: [CH3:1][C:2]12[CH2:11][CH:6]3[CH2:7][CH:8]([CH2:10][C:4]([CH2:12][CH:13]=[O:14])([CH2:5]3)[CH2:3]1)[CH2:9]2.[Li].[Cl:16][C:17]1[CH:18]=[C:19]([CH:26]=[CH:27][CH:28]=1)[CH2:20][N:21]1[CH:25]=[CH:24][N:23]=[CH:22]1.O>C1COCC1.C1COCC1.CCCCCC>[Cl:16][C:17]1[CH:18]=[C:19]([CH:20]([N:21]2[CH:25]=[CH:24][N:23]=[CH:22]2)[CH:13]([CH2:12][C:4]23[CH2:5][CH:6]4[CH2:7][CH:8]([CH2:9][C:2]([CH3:1])([CH2:11]4)[CH2:3]2)[CH2:10]3)[OH:14])[CH:26]=[CH:27][CH:28]=1 |f:1.2,5.6,^1:14|. Procedure: A solution of 4.05 g (20 mmol) of 2-(3-methyl-1-adamantyl)-acetaldehyde (95% pure) in 40 ml of absolute THF was added, at about -60° C., to a solution of 20 mmol of lithium-N-(3-chlorobenzyl)-imidazole in THF/hexane, the said solution being prepared analogously to Example 105, and the mixture was stirred for 45 minutes at about -60° C. and for 1.75 hours at -60° C. to room temperature. After about 200 ml of water had been added, the mixture was extracted with ether. The residue (8.8 g) from the ... Starting materials: CNC(C)C, [Cl-], CCCN(C)c1cc2c(cc1Cl)NC(=O)CC(c1cccc(-n3nncc3CO)c1)=N2, ClCCl, CN(C)C=O, O=S(Cl)Cl. The product is CCCN(C)c1cc2c(cc1Cl)NC(=O)CC(c1cccc(-n3nncc3CN(C)C(C)C)c1)=N2. RXN SMILES: [CH:37]([CH3:38])([CH3:39])[NH:40][CH3:41].[Cl-:36].[Cl:1][c:2]1[c:3]([N:27]([CH2:28][CH2:29][CH3:30])[CH3:31])[cH:4][c:5]2[c:6]([cH:26]1)[NH:7][C:8](=[O:25])[CH2:9][C:10]([c:12]1[cH:13][c:14](-[n:18]3[n:19][n:20][cH:21][c:22]3[CH2:23][OH:24])[cH:15][cH:16][cH:17]1)=[N:11]2.[Cl:42][CH2:43][Cl:44].[O:45]=[CH:46][N:47]([CH3:48])[CH3:49].[S:32]([Cl:33])([Cl:34])=[O:35]>>[Cl:1][c:2]1[c:3]([N:27]([CH2:28][CH2:29][CH3:30])[CH3:31])[cH:4][c:5]2[c:6]([cH:26]1)[NH:7][C:8](=[O:25])[CH2:9][C:10]([c:12]1[cH:13][c:14](-[n:18]3[n:19][n:20][cH:21][c:22]3[CH2:23][N:40]([CH:37]([CH3:38])[CH3:39])[CH3:41])[cH:15][cH:16][cH:17]1)=[N:11]2. Starting materials: CS(=O)(=O)Cl, CC(N)C(Oc1ccc2c(cnn2C(C)C)c1)c1ccccc1. The product is CC(NS(C)(=O)=O)C(Oc1ccc2c(cnn2C(C)C)c1)c1ccccc1. RXN SMILES: [CH3:24][S:25]([Cl:26])(=[O:27])=[O:28].[CH:1]([CH3:2])([CH3:3])[n:4]1[n:5][cH:6][c:7]2[cH:8][c:9]([O:13][CH:14]([CH:15]([CH3:16])[NH2:17])[c:18]3[cH:19][cH:20][cH:21][cH:22][cH:23]3)[cH:10][cH:11][c:12]12>>[CH:1]([CH3:2])([CH3:3])[n:4]1[n:5][cH:6][c:7]2[cH:8][c:9]([O:13][CH:14]([CH:15]([CH3:16])[NH:17][S:25]([CH3:24])(=[O:27])=[O:28])[c:18]3[cH:19][cH:20][cH:21][cH:22][cH:23]3)[cH:10][cH:11][c:12]12. Reactants: ClC1=NC=NC(=C1C(=O)NC1=CC(=CC(=C1)OC)OC)Cl (4,6-Dichloro-N-(3,5-dimethoxyphenyl)pyrimidine-5-carboxamide), N (Ammonia). The solvent is O1CCOCC1 (dioxane). Conditions: temperature 0 celsius, time 8 hour. Yields the product NC1=NC=NC(=C1C(=O)NC1=CC(=CC(=C1)OC)OC)Cl (4-Amino-6-chloro-N-(3,5-dimethoxyphenyl)pyrimidine-5-carboxamide). Yield: 100.0%. As a reaction SMILES: [Cl:1][C:2]1[C:7]([C:8]([NH:10][C:11]2[CH:16]=[C:15]([O:17][CH3:18])[CH:14]=[C:13]([O:19][CH3:20])[CH:12]=2)=[O:9])=[C:6](Cl)[N:5]=[CH:4][N:3]=1.[NH3:22]>O1CCOCC1>[NH2:22][C:6]1[C:7]([C:8]([NH:10][C:11]2[CH:16]=[C:15]([O:17][CH3:18])[CH:14]=[C:13]([O:19][CH3:20])[CH:12]=2)=[O:9])=[C:2]([Cl:1])[N:3]=[CH:4][N:5]=1. Reported procedure: 4,6-Dichloro-N-(3,5-dimethoxyphenyl)pyrimidine-5-carboxamide (684 mg, 1.21 mmol) was dissolved in dioxane (5 ml) and cooled in an ice bath. Ammonia solution (0.86 ml, 7N in MeOH) was added dropwise and the mixture was stirred at 0° C. for 6 h and overnight at room temperature. After dilution with ethyl acetate, this organic phase was washed with water and brine, dried over magnesium sulphate, filtered and the solvents evaporated under reduced pressure, to yield an oil as a residue (575 mg, 66% p... Reactants: Cl.Cl.C(C1=CC=CC=C1)(C1=CC=CC=C1)N1C[C@H](N(C[C@@H]1C)CC(=O)O)C (2-((2R,5S)-4-benzhydryl-2,5-dimethylpiperazin-1-yl)acetic acid dihydrochloride), Cl.Cl.C(C1=CC=CC=C1)(C1=CC=CC=C1)N1C[C@@H](N(C[C@H]1C)CC(=O)O)C (2-((2S,5R)-4-benzhydryl-2,5-dimethylpiperazin-1-yl)acetic acid dihydrochloride). Yields the product Cl.Cl.C(C1=CC=CC=C1)(C1=CC=CC=C1)N1C[C@H](N(CC1)CC(=O)O)C ((R)-2-(4-benzhydryl-2-methylpiperazin-1-yl)acetic acid dihydrochloride). Reaction SMILES: [ClH:1].Cl.[CH:3]([N:16]1[C@@H:21](C)[CH2:20][N:19]([CH2:23][C:24]([OH:26])=[O:25])[C@H:18]([CH3:27])[CH2:17]1)([C:10]1[CH:15]=[CH:14][CH:13]=[CH:12][CH:11]=1)[C:4]1[CH:9]=[CH:8][CH:7]=[CH:6][CH:5]=1.Cl.Cl.C(N1[C@H](C)CN(CC(O)=O)[C@@H](C)C1)(C1C=CC=CC=1)C1C=CC=CC=1>>[ClH:1].[ClH:1].[CH:3]([N:16]1[CH2:21][CH2:20][N:19]([CH2:23][C:24]([OH:26])=[O:25])[C@H:18]([CH3:27])[CH2:17]1)([C:4]1[CH:9]=[CH:8][CH:7]=[CH:6][CH:5]=1)[C:10]1[CH:11]=[CH:12][CH:13]=[CH:14][CH:15]=1 |f:0.1.2,3.4.5,6.7.8|. Procedure details: a mixture of 2-((2R,5S)-4-benzhydryl-2,5-dimethylpiperazin-1-yl)acetic acid dihydrochloride and 2-((2S,5R)-4-benzhydryl-2,5-dimethylpiperazin-1-yl)acetic acid dihydrochloride MS (ESI, pos. ion) m/z: 339 (M+1). Starting materials: O, CC(=O)NC1CCCc2sccc21. Product: CC(=O)NC1CCC(=O)c2sccc21. As a reaction SMILES: [OH2:14].[s:1]1[c:2]2[c:3]([cH:4][cH:5]1)[CH:6]([NH:10][C:11]([CH3:12])=[O:13])[CH2:7][CH2:8][CH2:9]2>>[s:1]1[c:2]2[c:3]([cH:4][cH:5]1)[CH:6]([NH:10][C:11]([CH3:12])=[O:13])[CH2:7][CH2:8][C:9]2=[O:14]. Starting materials: NC(C1=CC(=C(C(=O)OC)C=C1)F)=NO (methyl 4-[amino(hydroxyimino)methyl]-2-fluorobenzoate), C(C)(=O)NC=1C=C(C(=O)O)C=CC1N1C(CCCC1)C (3-(acetylamino)-4-(2-methylpiperidin-1-yl)benzoic acid). Run in CO (MeOH). Product: C(C)(=O)NC=1C=C(C=CC1N1C(CCCC1)C)C1=NC(=NO1)C1=CC(=C(C(=O)OC)C=C1)F (methyl 4-{5-[3-(acetylamino)-4-(2-methylpiperidin-1-yl)phenyl]-1,2,4-oxadiazol-3-yl}-2-fluorobenzoate). Reaction SMILES: [NH2:1][C:2](=[N:14][OH:15])[C:3]1[CH:12]=[CH:11][C:6]([C:7]([O:9][CH3:10])=[O:8])=[C:5]([F:13])[CH:4]=1.[C:16]([NH:19][C:20]1[CH:21]=[C:22]([CH:26]=[CH:27][C:28]=1[N:29]1[CH2:34][CH2:33][CH2:32][CH2:31][CH:30]1[CH3:35])[C:23](O)=O)(=[O:18])[CH3:17]>CO>[C:16]([NH:19][C:20]1[CH:21]=[C:22]([C:23]2[O:15][N:14]=[C:2]([C:3]3[CH:12]=[CH:11][C:6]([C:7]([O:9][CH3:10])=[O:8])=[C:5]([F:13])[CH:4]=3)[N:1]=2)[CH:26]=[CH:27][C:28]=1[N:29]1[CH2:34][CH2:33][CH2:32][CH2:31][CH:30]1[CH3:35])(=[O:18])[CH3:17]. Procedure details: The title compound was obtained following procedure described for example 4, step 1, but starting from Intermediate 1 (70 mg; 0.33 mmol) and Intermediate 32 (91.17 mg; 0.33 mmol). Title compound was isolated after trituration with MeOH as an off-white powder. 1H NMR (DMSO-d6, 300 MHz) δ 9.10 (bs, 1H), 8.88, (bs, 1H), 8.11 (t, J=7.6 Hz, 1H), 8.03 (dd, J=8.1, 1.5 Hz, 1H), 7.97-7.87 (m, 2H), 7.45 (d, 8.4 Hz, 1H), 3.90 (s, 3H), 3.19-3.12 (m, 1H), 2.96-2.89 (m, 1H), 2.65-2.57 (m, 1H), 2.19 (s, 3H), 1...